Dataset: the Open Reaction Database (ORD), a public repository of structured organic reaction records. Task: describe an organic reaction: reactants, conditions, products, and yield Starting materials: CCOC(=O)C(=O)OCC, CCCCCCCCCCCC(=O)[O-], CCCCCCCCCCCC(=O)[O-], CC(C)(C)c1cc(O)c(C(C)(C)C)cc1O, CCCC[Sn+2]CCCC, C=C(C)C(=O)OCCO, CCO. Yields the product C=C(C)C(=O)OCCOC(=O)C(=O)OCC. As a reaction SMILES: [C:10]([C:11](=[O:12])[O:13][CH2:14][CH3:15])(=[O:16])[O:17][CH2:18][CH3:19].[C:20]([O-:21])(=[O:22])[CH2:23][CH2:24][CH2:25][CH2:26][CH2:27][CH2:28][CH2:29][CH2:30][CH2:31][CH2:32][CH3:33].[C:34]([O-:35])(=[O:36])[CH2:37][CH2:38][CH2:39][CH2:40][CH2:41][CH2:42][CH2:43][CH2:44][CH2:45][CH2:46][CH3:47].[C:57]([c:58]1[cH:59][c:60]([OH:61])[c:62]([C:63]([CH3:64])([CH3:65])[CH3:66])[cH:67][c:68]1[OH:69])([CH3:70])([CH3:71])[CH3:72].[CH2:48]([Sn+2:49][CH2:50][CH2:51][CH2:52][CH3:53])[CH2:54][CH2:55][CH3:56].[CH3:1][C:2](=[CH2:3])[C:4](=[O:5])[O:6][CH2:7][CH2:8][OH:9].[CH3:73][CH2:74][OH:75]>>[CH3:1][C:2](=[CH2:3])[C:4](=[O:5])[O:6][CH2:7][CH2:8][O:9][C:10]([C:11](=[O:12])[O:13][CH2:14][CH3:15])=[O:16].